From a dataset of the Open Reaction Database (ORD), a public repository of structured organic reaction records. describe an organic reaction: reactants, conditions, products, and yield Starting materials: C1CCOC1, COC(=O)c1cc(Cl)nc(OCc2ccccc2)c1, [F-], [K+], CC(=O)[O-], CC(=O)[O-], OB(O)c1ccccc1, [Pd+2]. Product: COC(=O)c1cc(OCc2ccccc2)nc(-c2ccccc2)c1. As a reaction SMILES: [CH2:40]1[O:41][CH2:42][CH2:43][CH2:44]1.[Cl:12][c:13]1[n:14][c:15]([O:23][CH2:24][c:25]2[cH:26][cH:27][cH:28][cH:29][cH:30]2)[cH:16][c:17]([C:19](=[O:20])[O:21][CH3:22])[cH:18]1.[F-:10].[K+:11].[O-:32][C:33]([CH3:34])=[O:35].[O-:36][C:37]([CH3:38])=[O:39].[OH:1][B:2]([OH:3])[c:4]1[cH:5][cH:6][cH:7][cH:8][cH:9]1.[Pd+2:31]>>[c:4]1(-[c:13]2[n:14][c:15]([O:23][CH2:24][c:25]3[cH:26][cH:27][cH:28][cH:29][cH:30]3)[cH:16][c:17]([C:19](=[O:20])[O:21][CH3:22])[cH:18]2)[cH:5][cH:6][cH:7][cH:8][cH:9]1. The reactants are CN(C)C(=O)Cl, CCOCC, [H-], [Na+], C1CCOC1, CC1=NC(C)(C)SC1=NO. Product: CC1=NC(C)(C)SC1=NOC(=O)N(C)C. RXN SMILES: [CH3:13][N:14]([C:15](=[O:16])[Cl:17])[CH3:18].[CH3:24][CH2:25][O:26][CH2:27][CH3:28].[H-:11].[Na+:12].[O:19]1[CH2:20][CH2:21][CH2:22][CH2:23]1.[OH:1][N:2]=[C:3]1[C:4]([CH3:10])=[N:5][C:6]([CH3:8])([CH3:9])[S:7]1>>[O:1]([N:2]=[C:3]1[C:4]([CH3:10])=[N:5][C:6]([CH3:8])([CH3:9])[S:7]1)[C:15]([N:14]([CH3:13])[CH3:18])=[O:16]. Starting materials: CO (methanol), COCCCC1=CC=CC2=C1C(=C(O2)C(=O)O)C (4-(3-methoxy-propyl)-3-methyl-benzofuran-2-carboxylic acid), [H-].C(C)(C)[Al+]C(C)C (diisopropylaluminium hydride), solution, C(=O)([O-])C(O)C(O)C(=O)[O-].[K+].[Na+] (sodium potassium tartrate). Run in C1(=CC=CC=C1)C (toluene), O1CCCC1 (tetrahydrofuran). Run at time 15 minute. The product is COCCCC1=CC=CC2=C1C(=C(O2)CO)C ([4-(3-methoxypropyl)-3-methyl-1-benzofuran-2-yl]methanol). The yield is 96.1%. As a reaction SMILES: [CH3:1][O:2][CH2:3][CH2:4][CH2:5][C:6]1[C:11]2[C:12]([CH3:18])=[C:13]([C:15](O)=[O:16])[O:14][C:10]=2[CH:9]=[CH:8][CH:7]=1.[H-].C([Al+]C(C)C)(C)C.CO.C(C(C(C([O-])=O)O)O)([O-])=O.[K+].[Na+]>O1CCCC1.C1(C)C=CC=CC=1>[CH3:1][O:2][CH2:3][CH2:4][CH2:5][C:6]1[C:11]2[C:12]([CH3:18])=[C:13]([CH2:15][OH:16])[O:14][C:10]=2[CH:9]=[CH:8][CH:7]=1 |f:1.2,4.5.6|. Procedure details: To 4-(3-methoxy-propyl)-3-methyl-benzofuran-2-carboxylic acid (0.2354 g, 0.853 mmol) in tetrahydrofuran (10 mL) cooled at 0° C. was added diisopropylaluminium hydride (3.41 mL, of a 1.0M solution in toluene) dropwise. After stirring for 1 hour methanol (5 mL) was added followed by saturated aqueous sodium potassium tartrate (5 mL). The resulting mixture was stirred for 15 minutes and was then thrice extracted with ethyl acetate. Combined organic extracts were dried over sodium sulfate, filtered,...